describe an organic reaction: reactants, conditions, products, and yield From a dataset of the Open Reaction Database (ORD), a public repository of structured organic reaction records. Starting materials: NC1(C(C2=CC=CC=C2C1=O)=O)C1=C(C=C(C=C1)C(C)C)OC (2-amino-2-(4-isopropyl-2-methoxyphenyl)-2H-inden-1,3-dione), ClC(Cl)(OC(OC(Cl)(Cl)Cl)=O)Cl (triphosgene), Cl.CON (O-methyl-hydroxylamine hydrochloride). Solvent: C1CCOC1 (THF). Conditions: time 15 minute. Product: C(C)(C)C1=CC(=C(C=C1)C1(C(C2=CC=CC=C2C1=O)=O)NC(=O)NOC)OC (1-(2-(4-Isopropyl-2-methoxyphenyl)-1,3-dioxo-2,3-dihydro-1H-inden-2-yl)-3-methoxy urea). The yield is 68.2%. As a reaction SMILES: [NH2:1][C:2]1([C:13]2[CH:18]=[CH:17][C:16]([CH:19]([CH3:21])[CH3:20])=[CH:15][C:14]=2[O:22][CH3:23])[C:10](=[O:11])[C:9]2[C:4](=[CH:5][CH:6]=[CH:7][CH:8]=2)[C:3]1=[O:12].Cl[C:25](Cl)([O:27]C(=O)OC(Cl)(Cl)Cl)Cl.Cl.[CH3:37][O:38][NH2:39]>C1COCC1>[CH:19]([C:16]1[CH:17]=[CH:18][C:13]([C:2]2([NH:1][C:25]([NH:39][O:38][CH3:37])=[O:27])[C:10](=[O:11])[C:9]3[C:4](=[CH:5][CH:6]=[CH:7][CH:8]=3)[C:3]2=[O:12])=[C:14]([O:22][CH3:23])[CH:15]=1)([CH3:21])[CH3:20] |f:2.3|. Procedure details: A solution of 2-amino-2-(4-isopropyl-2-methoxyphenyl)-2H-inden-1,3-dione (0.50 g, 1.61 mmol) in anhydrous THF (20 ml) was added triphosgene (0.528 g, 1.77 mmol) and stirred for 15 min. The reaction mixture was concentrated and was dissolved in anhydrous THF (20 ml) and was added O-methyl-hydroxylamine hydrochloride (0.28 g, 4.04 mmol) was stirred for 2 hrs at room temperature. The reaction mixture was oncentrated and was purified using silica gel column chromatography (1:1=ethylacetate:hexane) t... The reactants are Cl (HCl), C(CCC)[Li] (n-Butyllithium), BrC1=C(C=C(C=C1)OC(C)C)Cl (1-bromo-2-chloro-4-iso-propoxybenzene), COB(OC)OC (trimethylborate). Solvent: C1CCOC1 (THF). Product: ClC1=C(C=CC(=C1)OC(C)C)B(O)O ((2-Chloro-4-iso-propoxyphenyl)boronic acid). The yield is 43.7%. Reaction SMILES: C([Li])CCC.Br[C:7]1[CH:12]=[CH:11][C:10]([O:13][CH:14]([CH3:16])[CH3:15])=[CH:9][C:8]=1[Cl:17].C[O:19][B:20](OC)[O:21]C.Cl>C1COCC1>[Cl:17][C:8]1[CH:9]=[C:10]([O:13][CH:14]([CH3:16])[CH3:15])[CH:11]=[CH:12][C:7]=1[B:20]([OH:21])[OH:19]. Procedure details: n-Butyllithium (1.6 M solution in hexanes, 23.5 mmol, 14.7 mL) was added to 1-bromo-2-chloro-4-iso-propoxybenzene (19.4 mmol, 4.85 g) in THF (120 mL) at −78° C. under an atmosphere of nitrogen. After stirring for thirty minutes the trimethylborate (76.6 mmol, 8.7 mL) was added over twenty minutes. The reaction was allowed to warm to room temperature overnight while stirring. The solution was then acidified with HCl (3 M, 200 mL), and extracted into EtOAc. The EtOAc was then extracted with NaOH (...